Dataset: the Open Reaction Database (ORD), a public repository of structured organic reaction records. Task: describe an organic reaction: reactants, conditions, products, and yield Starting materials: BrCCCC(=O)OCC (ethyl 4-bromobutyrate), C([O-])([O-])=O.[K+].[K+] (potassium carbonate), OC=1C=C2CN3C(=NC2=CC1)NC(C3)=O (7-hydroxy-1,2,3,5-tetrahydroimidazo[2,1-b]quinazolin-2-one), O (water). Solvent: CN(C=O)C (dimethylformamide). Run at temperature 100 celsius. The product is O=C1NC2=NC3=CC=C(C=C3CN2C1)OCCCC(=O)OCC (ethyl 4-(2-oxo-1,2,3,5-tetrahydroimidazo[2,1-b]quinazolin-7-yl)oxybutyrate). RXN SMILES: [OH:1][C:2]1[CH:3]=[C:4]2[C:9](=[CH:10][CH:11]=1)[N:8]=[C:7]1[NH:12][C:13](=[O:15])[CH2:14][N:6]1[CH2:5]2.Br[CH2:17][CH2:18][CH2:19][C:20]([O:22][CH2:23][CH3:24])=[O:21].C(=O)([O-])[O-].[K+].[K+].O>CN(C)C=O>[O:15]=[C:13]1[CH2:14][N:6]2[C:7](=[N:8][C:9]3[C:4]([CH2:5]2)=[CH:3][C:2]([O:1][CH2:17][CH2:18][CH2:19][C:20]([O:22][CH2:23][CH3:24])=[O:21])=[CH:11][CH:10]=3)[NH:12]1 |f:2.3.4|. Procedure: To a solution of 7-hydroxy-1,2,3,5-tetrahydroimidazo[2,1-b]quinazolin-2-one (2.6 g) made as per U.S. Pat. No. 3,932,407 and ethyl 4-bromobutyrate (1.72 ml) in 100 ml dimethylformamide was added 1.86 g potassium carbonate. The reaction mixture was sealed under a blanket of nitrogen and heated to 100° C. for 4 hours. The reaction mixture was cooled, poured into 100 ml of water, and the resulting precipitate collected by filtration. Recrystallization from dimethylformamide-water gave ethyl 4-(2-oxo... The reactants are CN1CCNCC1, CCOC(C)=O, CCO, Cc1ccc(NC(=O)c2ccc(CCl)cc2)cc1Nc1nccc(-c2ccc[n+]([O-])c2)n1. Yields the product Cc1ccc(NC(=O)c2ccc(CN3CCN(C)CC3)cc2)cc1Nc1nccc(-c2ccc[n+]([O-])c2)n1. As a reaction SMILES: [CH3:1][N:2]1[CH2:3][CH2:4][NH:5][CH2:6][CH2:7]1.[CH3:40][CH2:41][O:42][C:43](=[O:44])[CH3:45].[CH3:46][CH2:47][OH:48].[Cl:8][CH2:9][c:10]1[cH:11][cH:12][c:13]([C:14](=[O:15])[NH:16][c:17]2[cH:18][c:19]([NH:24][c:25]3[n:26][cH:27][cH:28][c:29](-[c:31]4[cH:32][n+:33]([O-:37])[cH:34][cH:35][cH:36]4)[n:30]3)[c:20]([CH3:23])[cH:21][cH:22]2)[cH:38][cH:39]1>>[CH3:1][N:2]1[CH2:3][CH2:4][N:5]([CH2:9][c:10]2[cH:11][cH:12][c:13]([C:14](=[O:15])[NH:16][c:17]3[cH:18][c:19]([NH:24][c:25]4[n:26][cH:27][cH:28][c:29](-[c:31]5[cH:32][n+:33]([O-:37])[cH:34][cH:35][cH:36]5)[n:30]4)[c:20]([CH3:23])[cH:21][cH:22]3)[cH:38][cH:39]2)[CH2:6][CH2:7]1. Reactants: CCCCCCC(Oc1ccc(C(=O)NCCC(=O)OC)cc1F)c1ccc(-c2ccc(C(F)(F)F)cc2)nc1, CO, [Na+], [OH-]. Product: CCCCCCC(Oc1ccc(C(=O)NCCC(=O)O)cc1F)c1ccc(-c2ccc(C(F)(F)F)cc2)nc1. Reaction SMILES: [CH3:3][O:4][C:5]([CH2:6][CH2:7][NH:8][C:9]([c:10]1[cH:11][c:12]([F:40])[c:13]([O:16][CH:17]([CH2:18][CH2:19][CH2:20][CH2:21][CH2:22][CH3:23])[c:24]2[cH:25][n:26][c:27](-[c:30]3[cH:31][cH:32][c:33]([C:36]([F:37])([F:38])[F:39])[cH:34][cH:35]3)[cH:28][cH:29]2)[cH:14][cH:15]1)=[O:41])=[O:42].[CH3:43][OH:44].[Na+:2].[OH-:1]>>[O:4]=[C:5]([CH2:6][CH2:7][NH:8][C:9]([c:10]1[cH:11][c:12]([F:40])[c:13]([O:16][CH:17]([CH2:18][CH2:19][CH2:20][CH2:21][CH2:22][CH3:23])[c:24]2[cH:25][n:26][c:27](-[c:30]3[cH:31][cH:32][c:33]([C:36]([F:37])([F:38])[F:39])[cH:34][cH:35]3)[cH:28][cH:29]2)[cH:14][cH:15]1)=[O:41])[OH:42]. Starting materials: C1CCNC1, O=[N+]([O-])c1cnc(Cl)nc1. The product is O=[N+]([O-])c1cnc(N2CCCC2)nc1. Reaction SMILES: [CH2:11]1[CH2:12][CH2:13][NH:14][CH2:15]1.[Cl:1][c:2]1[n:3][cH:4][c:5]([N+:8](=[O:9])[O-:10])[cH:6][n:7]1>>[c:2]1([N:14]2[CH2:13][CH2:12][CH2:11][CH2:15]2)[n:3][cH:4][c:5]([N+:8](=[O:9])[O-:10])[cH:6][n:7]1. Starting materials: COC(CC1=C(C=C(C(=C1)OC)OS(=O)(=O)C(F)(F)F)Cl)=O (methyl(2-chloro-5-methoxy-4-{[(trifluoromethyl)sulfonyl]oxy}phenyl)acetate), CN(C)C=O (DMF). Reagents/catalysts: [C-]#N.[C-]#N.[Zn+2] (Zn(CN)2), C=1C=CC(=CC1)[P](C=2C=CC=CC2)(C=3C=CC=CC3)[Pd]([P](C=4C=CC=CC4)(C=5C=CC=CC5)C=6C=CC=CC6)([P](C=7C=CC=CC7)(C=8C=CC=CC8)C=9C=CC=CC9)[P](C=1C=CC=CC1)(C=1C=CC=CC1)C=1C=CC=CC1 (Pd(PPh3)4). The solvent is [Cl-].[Na+].O (brine). Product: ClC1=C(C=C(C(=C1)C#N)OC)CC(=O)OC (methyl (2-chloro-4-cyano-5-methoxyphenyl)acetate). As a reaction SMILES: [CH3:1][O:2][C:3](=[O:22])[CH2:4][C:5]1[CH:10]=[C:9]([O:11][CH3:12])[C:8](OS(C(F)(F)F)(=O)=O)=[CH:7][C:6]=1[Cl:21].[CH3:23][N:24](C=O)C>[Cl-].[Na+].O.[C-]#N.[C-]#N.[Zn+2].C1C=CC([P]([Pd]([P](C2C=CC=CC=2)(C2C=CC=CC=2)C2C=CC=CC=2)([P](C2C=CC=CC=2)(C2C=CC=CC=2)C2C=CC=CC=2)[P](C2C=CC=CC=2)(C2C=CC=CC=2)C2C=CC=CC=2)(C2C=CC=CC=2)C2C=CC=CC=2)=CC=1>[Cl:21][C:6]1[CH:7]=[C:8]([C:23]#[N:24])[C:9]([O:11][CH3:12])=[CH:10][C:5]=1[CH2:4][C:3]([O:2][CH3:1])=[O:22] |f:2.3.4,5.6.7,^1:39,41,60,79|. Reported procedure: A mixture of methyl(2-chloro-5-methoxy-4-{[(trifluoromethyl)sulfonyl]oxy}phenyl)acetate (200 mg, 0.551 mmol), Zn(CN)2 (39 mg, 0.331 mmol) and Pd(PPh3)4 (50 mg, 0.043 mmol) in 10 mL of DMF was heated at 110˜120° C. under N2 overnight. Cooled to ambient temperature and the mixture was poured into brine (50 mL) and extracted with EtOAc (3*50 mL). The combined organic layers were washed with water (50 mL), brine (50 mL), dried over anhydrous Na2SO4 and concentrated. The residue was purified by prep-... Reactants: N1CCC2=CC=CC=C12 (indoline), C1(=CC=C(C=C1)S(=O)(=O)Cl)C (para-Toluenesulfonyl chloride), ClC1=C(C(C(=C(C1=O)C#N)C#N)=O)Cl (dichlorodicyanobenzoquinone), CC1(OC[C@@H](O1)[C@@H](O)C=1SC=CC1)C ((R)-[(4R)-2,2-dimethyl-1,3-dioxolan-4-yl](2-thienyl)methanol), CC1(OC[C@@H](O1)[C@H](O)C=1SC=CC1)C ((S)-[(4R)-2,2-dimethyl-1,3-dioxolan-4-yl](2-thienyl)methanol), [C-]#[C-].[Na+].[Na+] (sodium acetylide), N1=C(C=CC=C1C)C (2,6-lutidine). Run in C(C)(=O)OCC (ethyl acetate), O1CCCC1 (tetrahydrofuran), O1CCOCC1 (dioxane). Conditions: time 2 hour. Yields the product CC1(OC[C@@H](O1)[C@H](N1C=CC2=CC=CC=C12)C=1SC=CC1)C (1-[(S)-[(4S)-2,2-dimethyl-1,3-dioxolan-4-yl](2-thienyl)methyl]-1H-indole). RXN SMILES: [CH3:1][C:2]1([CH3:14])[O:6][C@@H:5]([C@H:7]([C:9]2[S:10][CH:11]=[CH:12][CH:13]=2)O)[CH2:4][O:3]1.CC1(C)O[C@@H]([C@@H](C2SC=CC=2)O)CO1.[C-]#[C-].[Na+].[Na+].C1(C)C=CC(S(Cl)(=O)=O)=CC=1.[NH:44]1[C:52]2[C:47](=[CH:48][CH:49]=[CH:50][CH:51]=2)[CH2:46][CH2:45]1.N1C(C)=CC=CC=1C.ClC1C(=O)C(C#N)=C(C#N)C(=O)C=1Cl>O1CCCC1.O1CCOCC1.C(OCC)(=O)C>[CH3:1][C:2]1([CH3:14])[O:6][C@@H:5]([C@@H:7]([C:9]2[S:10][CH:11]=[CH:12][CH:13]=2)[N:44]2[C:52]3[C:47](=[CH:48][CH:49]=[CH:50][CH:51]=3)[CH:46]=[CH:45]2)[CH2:4][O:3]1 |f:2.3.4|. Procedure: A mixture of (R)-[(4R)-2,2-dimethyl-1,3-dioxolan-4-yl](2-thienyl)methanol and (S)-[(4R)-2,2-dimethyl-1,3-dioxolan-4-yl](2-thienyl)methanol (1.5 g, 7.0 mmol) was dissolved in tetrahydrofuran (28 mL) and sodium acetylide (2.1 g, 7.7 mmol; 18 wt % slurry in xylenes/light mineral oil) and the mixture was stirred for 2 hours. para-Toluenesulfonyl chloride (1.46 g, 7.7 mmol) was added and stirring was continued for 2 hours, then indoline (2.5 g, 21 mmol) was added followed by 2,6-lutidine (0.81 mL, 7....